This data is from the Open Reaction Database (ORD), a public repository of structured organic reaction records. The task is: describe an organic reaction: reactants, conditions, products, and yield Starting materials: C1CCOC1, CCN(C(C)C)C(C)C, Nc1cc(C2CC2)[nH]n1, O=[N+]([O-])c1cc(F)c(F)cc1F. Yields the product O=[N+]([O-])c1cc(F)c(F)cc1Nc1cc(C2CC2)[nH]n1. As a reaction SMILES: [CH2:31]1[O:32][CH2:33][CH2:34][CH2:35]1.[CH:13]([N:14]([CH2:15][CH3:16])[CH:17]([CH3:18])[CH3:19])([CH3:20])[CH3:21].[CH:22]1([c:25]2[cH:26][c:27]([NH2:30])[n:28][nH:29]2)[CH2:23][CH2:24]1.[F:1][c:2]1[c:3]([F:12])[cH:4][c:5]([F:11])[c:6]([N+:8](=[O:9])[O-:10])[cH:7]1>>[F:1][c:2]1[c:3]([F:12])[cH:4][c:5]([NH:30][c:27]2[cH:26][c:25]([CH:22]3[CH2:23][CH2:24]3)[nH:29][n:28]2)[c:6]([N+:8](=[O:9])[O-:10])[cH:7]1. Reactants: FC=1C=C(C=CC1)N1C(NC([C@@]12C[C@@H](N(CC2)C(=O)OCC2=CC=CC=C2)C)=N)=O (Benzyl (5R,7S)-1-(3-fluorophenyl)-4-imino-7-methyl-2-oxo-1,3,8-triazaspiro[4.5]decane-8-carboxylate), C1(CCCCC1)N (cyclohexylamine). The solvent is C1(=CC=CC=C1)C (toluene), C(Cl)(Cl)Cl (CHCl3), CO (MeOH). Run at temperature 110 celsius. The product is C1(CCCCC1)NC1=NC(N([C@]12C[C@@H](N(CC2)C(=O)OCC2=CC=CC=C2)C)C2=CC(=CC=C2)F)=O (Benzyl (5R,7S)-4-(cyclohexylamino)-1-(3-fluorophenyl)-7-methyl-2-oxo-1,3,8-triazaspiro[4.5]dec-3-ene-8-carboxylate). As a reaction SMILES: [F:1][C:2]1[CH:3]=[C:4]([N:8]2[C@@:12]3([CH2:17][CH2:16][N:15]([C:18]([O:20][CH2:21][C:22]4[CH:27]=[CH:26][CH:25]=[CH:24][CH:23]=4)=[O:19])[C@@H:14]([CH3:28])[CH2:13]3)[C:11](=[NH:29])[NH:10][C:9]2=[O:30])[CH:5]=[CH:6][CH:7]=1.[CH:31]1(N)[CH2:36][CH2:35][CH2:34][CH2:33][CH2:32]1>C1(C)C=CC=CC=1.C(Cl)(Cl)Cl.CO>[CH:31]1([NH:29][C:11]2[C@:12]3([CH2:17][CH2:16][N:15]([C:18]([O:20][CH2:21][C:22]4[CH:23]=[CH:24][CH:25]=[CH:26][CH:27]=4)=[O:19])[C@@H:14]([CH3:28])[CH2:13]3)[N:8]([C:4]3[CH:5]=[CH:6][CH:7]=[C:2]([F:1])[CH:3]=3)[C:9](=[O:30])[N:10]=2)[CH2:36][CH2:35][CH2:34][CH2:33][CH2:32]1. Procedure: Benzyl (5R,7S)-1-(3-fluorophenyl)-4-imino-7-methyl-2-oxo-1,3,8-triazaspiro[4.5]decane-8-carboxylate (27.2 g, 0.066 moles) was dissolved in 100 mL toluene, cyclohexylamine (60 mL, 0.523 moles) was added and the mixture was heated to 110° C. over the weekend in a 1 L roundbottom flask fitted with a condenser. The reaction was diluted with CHCl3 and MeOH until soluble and washed with 1 Normal HCl three times to remove excess cyclohexylamine. The organic was dried with MgSO4, filtered and concentrat...